This data is from the Open Reaction Database (ORD), a public repository of structured organic reaction records. The task is: describe an organic reaction: reactants, conditions, products, and yield The reactants are O=S1(=O)C=Cc2cc(Br)cc(S(=O)(=O)Cl)c2O1, Cl, N, C1CCOC1. Product: NS(=O)(=O)c1cc(Br)cc2c1OS(=O)(=O)C=C2. Reaction SMILES: [Br:1][c:2]1[cH:3][c:4]([S:14](=[O:15])(=[O:16])[Cl:17])[c:5]2[c:6]([cH:13]1)[CH:7]=[CH:8][S:9](=[O:11])(=[O:12])[O:10]2.[ClH:19].[NH3:18].[O:20]1[CH2:21][CH2:22][CH2:23][CH2:24]1>>[Br:1][c:2]1[cH:3][c:4]([S:14](=[O:15])(=[O:16])[NH2:18])[c:5]2[c:6]([cH:13]1)[CH:7]=[CH:8][S:9](=[O:11])(=[O:12])[O:10]2. The product is COC=1C=C2C=CC=C(C2=CC1)C(=O)O (6-methoxy-naphthalene-1-carboxylic acid). The reactants are C1(=CC=CC=C1)OC (anisole), O1C(=CC=C1)C(=O)O (furan-2-carboxylic acid), [Cl-].[Cl-].[Cl-].[Al+3] (aluminium trichloride). Reaction SMILES: [C:1]1([O:7][CH3:8])[CH:6]=[CH:5][CH:4]=[CH:3][CH:2]=1.O1[CH:13]=[CH:12][CH:11]=[C:10]1[C:14]([OH:16])=[O:15].[Cl-].[Cl-].[Cl-].[Al+3]>>[CH3:8][O:7][C:1]1[CH:6]=[C:5]2[C:4](=[CH:3][CH:2]=1)[C:10]([C:14]([OH:16])=[O:15])=[CH:11][CH:12]=[CH:13]2 |f:2.3.4.5|. Procedure: This starts from anisole; this is reacted with furan-2-carboxylic acid in the presence of a large excess of aluminium trichloride to give 6-methoxy-naphthalene-1-carboxylic acid (see J. Am. Chem. Soc. 69, page 2262 and European Patent No. A1-200,840).